Task: describe an organic reaction: reactants, conditions, products, and yield. Dataset: the Open Reaction Database (ORD), a public repository of structured organic reaction records The reactants are NC1=NN2C(N=CC(=C2)CC#N)=C1C(=O)NC=1C=NC=CC1N1CCC(CC1)NC(OC(C)(C)C)=O (tert-butyl N-[1-[3-[[2-amino-6-(cyanomethyl)pyrazolo[1,5-a]pyrimidine-3-carbonyl]amino]-4-pyridyl]-4-piperidyl]carbamate), NC1=NN2C(N=CC(=C2)CC#N)=C1C(=O)ON1N=NC2=C1C=CC=C2 (1H-benzo[d][1,2,3]triazol-1-yl 2-amino-6-(cyanomethyl)pyrazolo[1,5-a]pyrimidine-3-carboxylate), C(=O)(C(F)(F)F)O (TFA). The solvent is C(Cl)Cl (DCM). Reaction conditions: time 1.5 hour. Yields the product NC1=NN2C(N=CC(=C2)CC#N)=C1C(=O)NC=1C=NC=CC1N1CCC(CC1)N (2-amino-N-(4-(4-aminopiperidin-1-yl)pyridin-3-yl)-6-(cyanomethyl)pyrazolo[1,5-a]pyrimidine-3-carboxamide). Yield: 31.0%. Reaction SMILES: [NH2:1][C:2]1[C:13]([C:14]([NH:16][C:17]2[CH:18]=[N:19][CH:20]=[CH:21][C:22]=2[N:23]2[CH2:28][CH2:27][CH:26]([NH:29]C(=O)OC(C)(C)C)[CH2:25][CH2:24]2)=[O:15])=[C:5]2[N:6]=[CH:7][C:8]([CH2:10][C:11]#[N:12])=[CH:9][N:4]2[N:3]=1.NC1C(C(ON2C3C=CC=CC=3N=N2)=O)=C2N=CC(CC#N)=CN2N=1.C(O)(C(F)(F)F)=O>C(Cl)Cl>[NH2:1][C:2]1[C:13]([C:14]([NH:16][C:17]2[CH:18]=[N:19][CH:20]=[CH:21][C:22]=2[N:23]2[CH2:24][CH2:25][CH:26]([NH2:29])[CH2:27][CH2:28]2)=[O:15])=[C:5]2[N:6]=[CH:7][C:8]([CH2:10][C:11]#[N:12])=[CH:9][N:4]2[N:3]=1. Procedure: To a solution of tert-butyl N-[1-[3-[[2-amino-6-(cyanomethyl)pyrazolo[1,5-a]pyrimidine-3-carbonyl]amino]-4-pyridyl]-4-piperidyl]carbamate prepared according to a method similar to the one described in Example 1 (70 mg, 0.1424 mmol) in DCM (4 mL) was added TFA (1 mL, 12.98 mmol) and the mixture was stirred at ambient temperature for 1.5 hours. The reaction mixture was evaporated to dryness and purified by HPLC: 10-90% ACN in Water (TFA modifier) and the fractions were freeze-dried. The solid resi...